This data is from the Open Reaction Database (ORD), a public repository of structured organic reaction records. The task is: describe an organic reaction: reactants, conditions, products, and yield Reactants: CC(OCc1[nH]c2ncccc2c1C=O)OC(=O)c1ccccc1, CO, [Na+], [OH-], O. Product: CC(O)OCc1[nH]c2ncccc2c1C=O. As a reaction SMILES: [C:3](=[O:4])([c:5]1[cH:6][cH:7][cH:8][cH:9][cH:10]1)[O:11][CH:12]([CH3:13])[O:14][CH2:15][c:16]1[nH:17][c:18]2[n:19][cH:20][cH:21][cH:22][c:23]2[c:24]1[CH:25]=[O:26].[CH3:28][OH:29].[Na+:2].[OH-:1].[OH2:27]>>[OH:11][CH:12]([CH3:13])[O:14][CH2:15][c:16]1[nH:17][c:18]2[n:19][cH:20][cH:21][cH:22][c:23]2[c:24]1[CH:25]=[O:26]. Starting materials: [BH4-], CC(=O)O, CC#N, [Na+], CCOC(=O)C1=C(NC(C)c2ccccc2)CCCC1. Product: CCOC(=O)C1CCCCC1NC(C)c1ccccc1. RXN SMILES: [BH4-:5].[CH3:1][C:2](=[O:3])[OH:4].[CH3:27][C:28]#[N:29].[Na+:6].[c:7]1([CH:13]([CH3:14])[NH:15][C:16]2=[C:17]([C:22](=[O:23])[O:24][CH2:25][CH3:26])[CH2:18][CH2:19][CH2:20][CH2:21]2)[cH:8][cH:9][cH:10][cH:11][cH:12]1>>[c:7]1([CH:13]([CH3:14])[NH:15][CH:16]2[CH:17]([C:22](=[O:23])[O:24][CH2:25][CH3:26])[CH2:18][CH2:19][CH2:20][CH2:21]2)[cH:8][cH:9][cH:10][cH:11][cH:12]1. Reactants: COC(C)(C)C1c2ccccc2CCN1Cc1ccccc1, CO. The product is COC(C)(C)C1NCCc2ccccc21. As a reaction SMILES: [CH2:1]([c:2]1[cH:3][cH:4][cH:5][cH:6][cH:7]1)[N:8]1[CH:9]([C:18]([CH3:19])([CH3:20])[O:21][CH3:22])[c:10]2[cH:11][cH:12][cH:13][cH:14][c:15]2[CH2:16][CH2:17]1.[CH3:23][OH:24]>>[NH:8]1[CH:9]([C:18]([CH3:19])([CH3:20])[O:21][CH3:22])[c:10]2[cH:11][cH:12][cH:13][cH:14][c:15]2[CH2:16][CH2:17]1. The reactants are OC1=CC(=NC(=N1)SCC1=CC2=CC=CC=C2C=C1)C=NO (6-hydroxy-2-(2-naphthylmethyl)thio-4-pyrimidine carboxaldehyde oxime), O=P(Cl)(Cl)Cl (POCl3), N1=C(C=CC=C1)C (2-picoline). The product is ClC1=CC(=NC(=N1)SCC1=CC2=CC=CC=C2C=C1)C#N (6-chloro-2-(2-naphthylmethyl)thio-4-pyrimidine carbonitrile). Reaction SMILES: O[C:2]1[N:7]=[C:6]([S:8][CH2:9][C:10]2[CH:19]=[CH:18][C:17]3[C:12](=[CH:13][CH:14]=[CH:15][CH:16]=3)[CH:11]=2)[N:5]=[C:4]([CH:20]=[N:21]O)[CH:3]=1.O=P(Cl)(Cl)[Cl:25].N1C=CC=CC=1C>>[Cl:25][C:2]1[N:7]=[C:6]([S:8][CH2:9][C:10]2[CH:19]=[CH:18][C:17]3[C:12](=[CH:13][CH:14]=[CH:15][CH:16]=3)[CH:11]=2)[N:5]=[C:4]([C:20]#[N:21])[CH:3]=1. Procedure: 6-hydroxy-2-(2-naphthylmethyl)thio-4-pyrimidine carboxaldehyde oxime (720 mg, 2.31 mmol), POCl3 (3 ml), and 2-picoline (0.5 ml) are heated to reflux for 2 hrs. The reaction mixture is poured onto ice/water, extracted thrice with ethyl acetate, dried with MgSO4, and concentrated in vacuo. The product is purified by chromatography (SiO2, ethyl acetate/hexane, 5/95): 524 mg (1.67 mmol, 73%), mp 120-121° C. Procedure: In a similar manner as described for Intermediate 59, using 6-(1-aminoethyl)-N-[4-(methyloxy)phenyl]-1,2,4-triazin-3-amine (Intermediate 47) (100 mg, 0.41 mmol), and 2-fluorobenzoyl chloride (0.059 mL, 0.45 mmol) to afford 2-fluoro-N-[1-(3-{[4-(methyloxy)phenyl]amino}-1,2,4-triazin-6-yl)ethyl]benzamide (100 mg) as a yellow solid. MS m/z 368 (M+1). As a reaction SMILES: [CH3:1][O:2][C:3]1[CH:8]=[CH:7][C:6]([NH:9][C:10]2[N:11]=[N:12][C:13]([CH:16]([NH:18][C:19]([C:21]3O[CH:23]=[CH:24][CH:25]=3)=[O:20])[CH3:17])=[CH:14][N:15]=2)=[CH:5][CH:4]=1.NC(C1N=NC(NC2C=CC(OC)=CC=2)=NC=1)C.[F:44][C:45]1C=CC=C[C:46]=1C(Cl)=O>>[F:44][C:45]1[CH:46]=[CH:23][CH:24]=[CH:25][C:21]=1[C:19]([NH:18][CH:16]([C:13]1[N:12]=[N:11][C:10]([NH:9][C:6]2[CH:5]=[CH:4][C:3]([O:2][CH3:1])=[CH:8][CH:7]=2)=[N:15][CH:14]=1)[CH3:17])=[O:20]. The product is FC1=C(C(=O)NC(C)C2=CN=C(N=N2)NC2=CC=C(C=C2)OC)C=CC=C1 (2-fluoro-N-[1-(3-{[4-(methyloxy)phenyl]amino}-1,2,4-triazin-6-yl)ethyl]benzamide). The reactants are COC1=CC=C(C=C1)NC=1N=NC(=CN1)C(C)NC(=O)C=1OC=CC1 (N[1-(3-{[4-(methyloxy)phenyl]amino}-1,2,4-triazin-6-yl)ethyl]-2-furancarboxamide), FC1=C(C(=O)Cl)C=CC=C1 (2-fluorobenzoyl chloride), NC(C)C1=CN=C(N=N1)NC1=CC=C(C=C1)OC (6-(1-aminoethyl)-N-[4-(methyloxy)phenyl]-1,2,4-triazin-3-amine), NC(C)C1=CN=C(N=N1)NC1=CC=C(C=C1)OC (6-(1-aminoethyl)-N-[4-(methyloxy)phenyl]-1,2,4-triazin-3-amine). Reactants: COC(=O)Cc1ccccc1CNC(=O)OC(C)(C)C, [Li+], C1CCOC1, [OH-], O, O. Product: CC(C)(C)OC(=O)NCc1ccccc1CC(=O)O. As a reaction SMILES: [CH3:1][O:2][C:3]([CH2:4][c:5]1[c:6]([CH2:11][NH:12][C:13](=[O:14])[O:15][C:16]([CH3:17])([CH3:18])[CH3:19])[cH:7][cH:8][cH:9][cH:10]1)=[O:20].[Li+:23].[O:24]1[CH2:25][CH2:26][CH2:27][CH2:28]1.[OH-:22].[OH2:21].[OH2:29]>>[O:2]=[C:3]([CH2:4][c:5]1[c:6]([CH2:11][NH:12][C:13](=[O:14])[O:15][C:16]([CH3:17])([CH3:18])[CH3:19])[cH:7][cH:8][cH:9][cH:10]1)[OH:20]. Reactants: S(=O)(=O)(O)O.S1CCN(CC1)C1=NC(=CC2=C(C=CC=C12)OC)N1CCNCC1.S1CCN(CC1)C1=NC(=CC2=C(C=CC=C12)OC)N1CCNCC1 (1-thiomorpholino-3-piperazino-5-methoxy-isoquinoline hemisulfate), OO (hydrogen peroxide), C(C)(C)O (isopropanol), O.O.O.Cl (hydrochloride trihydrate). Run in S(O)(O)(=O)=O (sulfuric acid). Yields the product O=S1CCN(CC1)C1=NC(=CC2=C(C=CC=C12)OC)N1CCNCC1 (1-(1-Oxido--thiomorpholino)-3-piperazino-5-methoxy-isoquinoline). Isolated yield 36.0%. Reaction SMILES: [S:1]([OH:5])(O)(=O)=O.S1[CH2:11][CH2:10][N:9]([C:12]2[C:21]3[C:16](=[C:17]([O:22][CH3:23])[CH:18]=[CH:19][CH:20]=3)[CH:15]=[C:14]([N:24]3[CH2:29][CH2:28][NH:27][CH2:26][CH2:25]3)[N:13]=2)[CH2:8][CH2:7]1.S1CCN(C2C3C(=C(OC)C=CC=3)C=C(N3CCNCC3)N=2)CC1.OO.O.O.O.Cl.C(O)(C)C>S(=O)(=O)(O)O>[O:5]=[S:1]1[CH2:11][CH2:10][N:9]([C:12]2[C:21]3[C:16](=[C:17]([O:22][CH3:23])[CH:18]=[CH:19][CH:20]=3)[CH:15]=[C:14]([N:24]3[CH2:25][CH2:26][NH:27][CH2:28][CH2:29]3)[N:13]=2)[CH2:8][CH2:7]1 |f:0.1.2,4.5.6.7|. Procedure details: 1-(1-Oxido--thiomorpholino)-3-piperazino-5-methoxy-isoquinoline was prepared analogous to Example 12 from 1-thiomorpholino-3-piperazino-5-methoxy-isoquinoline hemisulfate by oxidation with hydrogen peroxide in dilute sulfuric acid. M.p. of its hydrochloride trihydrate: 151°-153°C (decomposition; from isopropanol). Yield: 36% of theory.